This data is from the Open Reaction Database (ORD), a public repository of structured organic reaction records. The task is: describe an organic reaction: reactants, conditions, products, and yield Reactants: OC1=CC(N(C(N1C1=CC=CC=C1)=O)C)=O (6-hydroxy-3-methyl-1-phenyluracil), P(=O)(Cl)(Cl)Cl (phosphorus oxychloride). Product: ClC1=CC(N(C(N1C1=CC=CC=C1)=O)C)=O (6-chloro-3-methyl-1-phenyluracil). As a reaction SMILES: O[C:2]1[N:7]([C:8]2[CH:13]=[CH:12][CH:11]=[CH:10][CH:9]=2)[C:6](=[O:14])[N:5]([CH3:15])[C:4](=[O:16])[CH:3]=1.P(Cl)(Cl)([Cl:19])=O>O>[Cl:19][C:2]1[N:7]([C:8]2[CH:13]=[CH:12][CH:11]=[CH:10][CH:9]=2)[C:6](=[O:14])[N:5]([CH3:15])[C:4](=[O:16])[CH:3]=1. Yield: 72.0%. Procedure details: To the obtained 6-hydroxy-3-methyl-1-phenyluracil (12.2 g, 56 mM) was added phosphorus oxychloride (phosphoryl chloride, 167 ml, 2M) under cooling with ice and 3.4 ml of water was then added dropwise. The solution was heated gradually and maintained at 110° C. for 2 hours. The solvent was distilled off under reduced pressure. A product was obtained by crystallization with water and recovered by filtration to yield 6-chloro-3-methyl-1-phenyluracil (yield: 9.55 g, or 72% based on 6-hydroxy-3-methy... Conditions: temperature 110 celsius. Solvent: O (water). Starting materials: C(CCCC)OC1=CC=C(C=C1)[Mg]Cl.C1CCOC1 (4-n-pentoxyphenylmagnesium chloride THF), C1=CC(=CC=C1Cl)Br (1,4-bromochlorobenzene), S(O)(O)(=O)=O (sulfuric acid). Reagents/catalysts: C1=CC=C(C=C1)P([C-]2C=CC=C2)C3=CC=CC=C3.C1=CC=C(C=C1)P([C-]2C=CC=C2)C3=CC=CC=C3.Cl[Pd]Cl.[Fe+2] (Pd(dppf)Cl2). The solvent is C1CCOC1 (THF). The product is ClC1=CC=C(C=C1)C1=CC=C(C=C1)OCCCCC (4-chloro-4'-pentoxybiphenyl). RXN SMILES: [CH2:1]([O:6][C:7]1[CH:12]=[CH:11][C:10]([Mg]Cl)=[CH:9][CH:8]=1)[CH2:2][CH2:3][CH2:4][CH3:5].C1COCC1.[CH:20]1[C:25]([Cl:26])=[CH:24][CH:23]=[C:22](Br)[CH:21]=1.S(=O)(=O)(O)O>C1COCC1.C1C=CC(P(C2C=CC=CC=2)[C-]2C=CC=C2)=CC=1.C1C=CC(P(C2C=CC=CC=2)[C-]2C=CC=C2)=CC=1.Cl[Pd]Cl.[Fe+2]>[Cl:26][C:25]1[CH:20]=[CH:21][C:22]([C:10]2[CH:11]=[CH:12][C:7]([O:6][CH2:1][CH2:2][CH2:3][CH2:4][CH3:5])=[CH:8][CH:9]=2)=[CH:23][CH:24]=1 |f:0.1,5.6.7.8|. Reported procedure: 0.5 mol of a 25% strength by weight 4-n-pentoxyphenylmagnesium chloride/THF solution is added dropwise in the course of 30 minutes to a boiling solution of 0.5 mol of 1,4-bromochlorobenzene and 0.0025 g of Pd(dppf)Cl2 *CH2Cl2 in 100 ml of THF. After stirring under reflux for four hours, the mixture is hydrolyzed with dilute sulfuric acid (conversion 99%, selectivitity 97%). The organic phase is freed from the solvent by distillation. The 4-chloro-4'-pentoxybiphenyl thus obtained is recrystallize... The reactants are CS(=O)(=O)OCC(CC1OCCO1)C1=CC(=C(C=C1)Cl)Cl (1-Methanesulphonyloxy-2-(3,4-dichlorophenyl)-3-(1,3-dioxolan-2-yl)propane), N1C=NC=C1 (imidazole). Run in C(C)#N (acetonitrile). The product is N1(C=NC=C1)CC(CC1OCCO1)C1=CC(=C(C=C1)Cl)Cl (1-(imidazol-1-yl)-2-(3,4-dichlorophenyl)-3-(1,3-dioxolan-2-yl)propane). The yield is 77.7%. As a reaction SMILES: CS(O[CH2:6][CH:7]([C:14]1[CH:19]=[CH:18][C:17]([Cl:20])=[C:16]([Cl:21])[CH:15]=1)[CH2:8][CH:9]1[O:13][CH2:12][CH2:11][O:10]1)(=O)=O.[NH:22]1[CH:26]=[CH:25][N:24]=[CH:23]1>C(#N)C>[N:22]1([CH2:6][CH:7]([C:14]2[CH:19]=[CH:18][C:17]([Cl:20])=[C:16]([Cl:21])[CH:15]=2)[CH2:8][CH:9]2[O:13][CH2:12][CH2:11][O:10]2)[CH:26]=[CH:25][N:24]=[CH:23]1. Reported procedure: 1-Methanesulphonyloxy-2-(3,4-dichlorophenyl)-3-(1,3-dioxolan-2-yl)propane (15.5 g) (see Preparation 16) and imidazole (9 g) were dissolved in anhydrous acetonitrile (100 ml) and the mixture heated at reflux for 90 hours. The solvent was removed under reduced pressure, the residue dissolved in dichloromethane (100 ml) and the solvent again removed under reduced pressure. The residue was dissolved in dichloromethane (300 ml) and washed with sufficient aqueous sodium carbonate solution to ensure th... Starting materials: NC1=NNC(=N1)N (3,5-diamino-1,2,4-triazole), C(C1=CC=CC=C1)(=O)CC(C)=O (benzoylacetone). Solvent: C(C)(=O)O (acetic acid). Yields the product CC1=NC=2N(C(=C1)C1=CC=CC=C1)N=C(N2)N (5-methyl-7-phenyl-1,2,4-triazolo[1,5-a]pyrimidin-2-amine). As a reaction SMILES: [NH2:1][C:2]1[N:6]=[C:5]([NH2:7])[NH:4][N:3]=1.[C:8]([CH2:16][C:17](=O)[CH3:18])(=O)[C:9]1[CH:14]=[CH:13][CH:12]=[CH:11][CH:10]=1>C(O)(=O)C>[CH3:18][C:17]1[CH:16]=[C:8]([C:9]2[CH:14]=[CH:13][CH:12]=[CH:11][CH:10]=2)[N:3]2[N:4]=[C:5]([NH2:7])[N:6]=[C:2]2[N:1]=1. Procedure details: A mixture of 14 g (141.4 mmol) of 3,5-diamino-1,2,4-triazole and 24.0 g (148.1 mmol) benzoylacetone was heated in 200 ml of glacial acetic acid at reflux for 2 hours. A solution soon formed after heating. The solvent was removed in vacuo and the residue dissolved in 400 ml of methylene chloride which was then washed with water (2X), brine and dried over magnesium sulfate. The solution was concentrated in vacuo (not to complete dryness) and ethyl acetate added to the residue. The precipitated sol... Reactants: N-N-dimethylformamide di-tert-butyl acetal, [N+](=O)([O-])C1=CC=C(C=C1)O (4-nitrophenol), C1(=CC=CC=C1)C (toluene). Run in C(C)(=O)OCC (ethyl acetate). The product is C(C)(C)(C)OC1=CC=C(C=C1)[N+](=O)[O-] (1-tert-Butoxy-4-nitrobenzene). Reaction SMILES: [N+:1]([C:4]1[CH:9]=[CH:8][C:7]([OH:10])=[CH:6][CH:5]=1)([O-:3])=[O:2].[C:11]1([CH3:17])[CH:16]=CC=C[CH:12]=1>C(OCC)(=O)C>[C:11]([O:10][C:7]1[CH:8]=[CH:9][C:4]([N+:1]([O-:3])=[O:2])=[CH:5][CH:6]=1)([CH3:17])([CH3:16])[CH3:12]. Reported procedure: 43.79 mmol of N-N-dimethylformamide di-tert-butyl acetal are added, at ambient temperature, to a solution of 10.78 mmol (1.5 g) of 4-nitrophenol in 10 ml of toluene. The reaction mixture is heated at reflux, with vigorous stirring, for 5 hours. The reaction mixture is diluted with ethyl acetate and then washed with water, with saturated aqueous sodium bicarbonate solution and then with 10% aqueous sodium chloride solution. The expected product is obtained by drying the organic phase and then con... RXN SMILES: Cl.[Cl:2][C:3]1[N:4]=[C:5]([C:10]([NH:12][C@H:13]2[CH2:18][CH2:17][NH:16][CH2:15][C@H:14]2[O:19][CH:20]([CH3:22])[CH3:21])=[O:11])[NH:6][C:7]=1[CH2:8][CH3:9].C(N(C(C)C)CC)(C)C.Cl[C:33]1[S:34][C:35]([C:45]([O:47][CH2:48][CH3:49])=[O:46])=[C:36]([C:38](=[O:44])[NH:39][CH2:40][CH2:41][O:42][CH3:43])[N:37]=1>>[Cl:2][C:3]1[N:4]=[C:5]([C:10]([NH:12][C@H:13]2[CH2:18][CH2:17][N:16]([C:33]3[S:34][C:35]([C:45]([O:47][CH2:48][CH3:49])=[O:46])=[C:36]([C:38](=[O:44])[NH:39][CH2:40][CH2:41][O:42][CH3:43])[N:37]=3)[CH2:15][C@H:14]2[O:19][CH:20]([CH3:21])[CH3:22])=[O:11])[NH:6][C:7]=1[CH2:8][CH3:9] |f:0.1|. Procedure details: The same operation as in Example (1h) was performed using cis(±)-4-chloro-N-(3-isopropoxypiperidin-4-yl)-5-ethyl-1H-imidazole-2-carboxamide hydrochloride obtained in Example (148a) (0.150 g, 0.427 mmol), diisopropylethylamine (0.186 mL, 1.07 mmol) and ethyl 2-chloro-4-[(2-methoxyethyl)carbamoyl]-1,3-thiazole-5-carboxylate obtained in Example (149a) (0.167 g, 0.572 mmol), to obtain 0.180g of the title compound as a yellow solid (74%). Reactants: Cl.ClC=1N=C(NC1CC)C(=O)N[C@@H]1[C@@H](CNCC1)OC(C)C (cis(±)-4-chloro-N-(3-isopropoxypiperidin-4-yl)-5-ethyl-1H-imidazole-2-carboxamide hydrochloride), C(C)(C)N(CC)C(C)C (diisopropylethylamine), ClC=1SC(=C(N1)C(NCCOC)=O)C(=O)OCC (ethyl 2-chloro-4-[(2-methoxyethyl)carbamoyl]-1,3-thiazole-5-carboxylate). Isolated yield 73.8%. The product is ClC=1N=C(NC1CC)C(=O)N[C@@H]1[C@@H](CN(CC1)C=1SC(=C(N1)C(NCCOC)=O)C(=O)OCC)OC(C)C (Ethyl cis(±)-2-(4-{[(4-chloro-5-ethyl-1H-imidazol-2-yl)carbonyl]amino}-3-isopropoxypiperidin-1-yl)-4-(2-methoxyethylcarbamoyl)-1,3-thiazole-5-carboxylate).